Task: describe an organic reaction: reactants, conditions, products, and yield. Dataset: the Open Reaction Database (ORD), a public repository of structured organic reaction records Reactants: C(N)(=O)C=1C=C(C=CC1)NCC(=O)NCCC1=CC(=C(C=C1)OC)OC (2-(3-carbamoylphenylamino)-N-(3,4-dimethoxyphenethyl)acetamide). Solvent: O (water). Reaction conditions: time 30 minute. Yields the product O.O.O.C(N)(=O)C=1C=C(C=CC1)NCC(=O)NCCC1=CC(=C(C=C1)OC)OC (2-(3-carbamoylphenylamino)-N-(3,4-dimethoxyphenethyl)acetamide trihydrate). Yield: 225.8%. As a reaction SMILES: [C:1]([C:4]1[CH:5]=[C:6]([NH:10][CH2:11][C:12]([NH:14][CH2:15][CH2:16][C:17]2[CH:22]=[CH:21][C:20]([O:23][CH3:24])=[C:19]([O:25][CH3:26])[CH:18]=2)=[O:13])[CH:7]=[CH:8][CH:9]=1)(=[O:3])[NH2:2]>O>[OH2:3].[OH2:3].[OH2:3].[C:1]([C:4]1[CH:5]=[C:6]([NH:10][CH2:11][C:12]([NH:14][CH2:15][CH2:16][C:17]2[CH:22]=[CH:21][C:20]([O:23][CH3:24])=[C:19]([O:25][CH3:26])[CH:18]=2)=[O:13])[CH:7]=[CH:8][CH:9]=1)(=[O:3])[NH2:2] |f:2.3.4.5|. Procedure: To 0.2 g of pulverized 2-(3-carbamoylphenylamino)-N-(3,4-dimethoxyphenethyl)acetamide was added 100 ml of water and the mixture was stirred at 60° to 65° C. for 30 minutes to dissolve the powder completely. The solution was then concentrated under reduced pressure at 60° C. until about 40 ml of residual liquid was left, and allowed to stand at room temperature overnight. The colorless needles precipitated were collected by filtration, washed with water and then air-dried by allowing to stand at ... Starting materials: COC(=O)C1(NC(=O)c2ccoc2)CCCCC1, [Na+], C1CCOC1, [OH-]. Product: O=C(NC1(C(=O)O)CCCCC1)c1ccoc1. As a reaction SMILES: [CH3:3][O:4][C:5](=[O:6])[C:7]1([NH:13][C:14](=[O:15])[c:16]2[cH:17][o:18][cH:19][cH:20]2)[CH2:8][CH2:9][CH2:10][CH2:11][CH2:12]1.[Na+:2].[O:21]1[CH2:22][CH2:23][CH2:24][CH2:25]1.[OH-:1]>>[O:4]=[C:5]([OH:6])[C:7]1([NH:13][C:14](=[O:15])[c:16]2[cH:17][o:18][cH:19][cH:20]2)[CH2:8][CH2:9][CH2:10][CH2:11][CH2:12]1.